describe an organic reaction: reactants, conditions, products, and yield From a dataset of the Open Reaction Database (ORD), a public repository of structured organic reaction records. Reactants: [N+](=O)([O-])C1=CC=C(S1)C=O (5-nitrothiophene-2-carboxaldehyde), Cl.NO (hydroxylamine hydrochloride), [OH-].[Na+] (sodium hydroxide). The solvent is C(C)O.O (ethanol water), ClCCl (dichloromethane). Product: [N+](=O)([O-])C1=CC=C(S1)C=NO (5-nitro-2-thiophene-carboxaldehyde oxime). The yield is 79.9%. As a reaction SMILES: [N+:1]([C:4]1[S:8][C:7]([CH:9]=O)=[CH:6][CH:5]=1)([O-:3])=[O:2].Cl.[NH2:12][OH:13].[OH-].[Na+]>C(O)C.O.ClCCl>[N+:1]([C:4]1[S:8][C:7]([CH:9]=[N:12][OH:13])=[CH:6][CH:5]=1)([O-:3])=[O:2] |f:1.2,3.4,5.6|. Procedure: A mixture of 5-nitrothiophene-2-carboxaldehyde (10 g, 64 mmol), hydroxylamine hydrochloride (9.4 g, 130 mmol) and sodium hydroxide (4.34 g, 107 mmol) in ethanol/water (150 ml, 2:1) was heated to reflux for 2 hours, then diluted with dichloromethane and washed with water. The organic layer was dried over magnesium sulfate and evaporated to dryness to give 8.8 g of 5-nitro-2-thiophene-carboxaldehyde oxime as a tan solid. 1H NMR (400 MHz, DMSO-d6) δ: 7.54 (1H, d), 8.13 (1H, s), 8.16 (1H, d), 13.14 ...